The task is: describe an organic reaction: reactants, conditions, products, and yield. This data is from the Open Reaction Database (ORD), a public repository of structured organic reaction records. The reactants are O=C(Cl)c1cc(Cl)cc(Cl)c1, CC(C)C(=O)Nc1cccc(C2CCN(CCC(N)c3ccccc3)CC2)c1. The product is CC(C)C(=O)Nc1cccc(C2CCN(CCC(NC(=O)c3cc(Cl)cc(Cl)c3)c3ccccc3)CC2)c1. Reaction SMILES: [Cl:29][c:30]1[cH:31][c:32]([C:33](=[O:34])[Cl:35])[cH:36][c:37]([Cl:39])[cH:38]1.[NH2:1][CH:2]([CH2:3][CH2:4][N:5]1[CH2:6][CH2:7][CH:8]([c:11]2[cH:12][c:13]([NH:17][C:18]([CH:19]([CH3:20])[CH3:21])=[O:22])[cH:14][cH:15][cH:16]2)[CH2:9][CH2:10]1)[c:23]1[cH:24][cH:25][cH:26][cH:27][cH:28]1>>[NH:1]([CH:2]([CH2:3][CH2:4][N:5]1[CH2:6][CH2:7][CH:8]([c:11]2[cH:12][c:13]([NH:17][C:18]([CH:19]([CH3:20])[CH3:21])=[O:22])[cH:14][cH:15][cH:16]2)[CH2:9][CH2:10]1)[c:23]1[cH:24][cH:25][cH:26][cH:27][cH:28]1)[C:33]([c:32]1[cH:31][c:30]([Cl:29])[cH:38][c:37]([Cl:39])[cH:36]1)=[O:34].